From a dataset of the Open Reaction Database (ORD), a public repository of structured organic reaction records. describe an organic reaction: reactants, conditions, products, and yield The reactants are ClC(C)C1=CC=C(C=C1)C1(CC1)NC(C)=O (N-(1-(4-(1-chloroethyl)phenyl)cyclopropyl)acetamide), Cl.Cl.N1=C(N=CC=C1)N1CCNCC1 (1-(2-pyrimidyl)piperazine dihydrochloride). Yields the product N1=C(N=CC=C1)N1CCN(CC1)C(C)C1=CC=C(C=C1)C1(CC1)NC(C)=O (N-(1-(4-(1-(4-(Pyrimidin-2-yl)piperazin-1-yl)ethyl)phenyl)cyclopropyl)acetamide). Reaction SMILES: Cl[CH:2]([C:4]1[CH:9]=[CH:8][C:7]([C:10]2([NH:13][C:14](=[O:16])[CH3:15])[CH2:12][CH2:11]2)=[CH:6][CH:5]=1)[CH3:3].Cl.Cl.[N:19]1[CH:24]=[CH:23][CH:22]=[N:21][C:20]=1[N:25]1[CH2:30][CH2:29][NH:28][CH2:27][CH2:26]1>>[N:19]1[CH:24]=[CH:23][CH:22]=[N:21][C:20]=1[N:25]1[CH2:30][CH2:29][N:28]([CH:2]([C:4]2[CH:9]=[CH:8][C:7]([C:10]3([NH:13][C:14](=[O:16])[CH3:15])[CH2:12][CH2:11]3)=[CH:6][CH:5]=2)[CH3:3])[CH2:27][CH2:26]1 |f:1.2.3|. Procedure: By similar reaction and treatment to that in Example 1(5) using N-(1-(4-(1-chloroethyl)phenyl)cyclopropyl)acetamide instead of N-(4-chloromethylphenylmethyl)acetamide and 1-(2-pyrimidyl)piperazine dihydrochloride instead of phenylpiperazine, the title compound was obtained as white crystals, m.p.=124-125° C. The reactants are ClC1=CC=C2N=CC(=NC2=C1)CCC1=NN(C(=N1)N1CCCC1)CC1=CC=C(C=C1)OC (7-chloro-2-(2-(1-(4-methoxybenzyl)-5-(pyrrolidin-1-yl)-1H-1,2,4-triazol-3-yl)ethyl)quinoxaline), FC(C(=O)O)(F)F (trifluoroacetic acid), C1(=CC=CC=C1)OC (anisole), [OH-].[Na+] (sodium hydroxide). The product is ClC1=CC=C2N=CC(=NC2=C1)CCC1=NNC(=N1)N1CCCC1 (7-Chloro-2-[2-(5-pyrrolidin-1-yl-1H-[1,2,4]triazol-3-yl)-ethyl]-quinoxaline). Yield: 17.7%. Reaction SMILES: [Cl:1][C:2]1[CH:11]=[C:10]2[C:5]([N:6]=[CH:7][C:8]([CH2:12][CH2:13][C:14]3[N:18]=[C:17]([N:19]4[CH2:23][CH2:22][CH2:21][CH2:20]4)[N:16](CC4C=CC(OC)=CC=4)[N:15]=3)=[N:9]2)=[CH:4][CH:3]=1.FC(F)(F)C(O)=O.C1(OC)C=CC=CC=1.[OH-].[Na+]>>[Cl:1][C:2]1[CH:11]=[C:10]2[C:5]([N:6]=[CH:7][C:8]([CH2:12][CH2:13][C:14]3[N:18]=[C:17]([N:19]4[CH2:23][CH2:22][CH2:21][CH2:20]4)[NH:16][N:15]=3)=[N:9]2)=[CH:4][CH:3]=1 |f:3.4|. Procedure: 7-chloro-2-(2-(1-(4-methoxybenzyl)-5-(pyrrolidin-1-yl)-1H-1,2,4-triazol-3-yl)ethyl)quinoxaline (17 mg, 37.9 μmol, Eq: 1.00) was stirred in trifluoroacetic acid (173 mg, 117 μl, 1.51 mmol, Eq: 40) with anisole (81.9 mg, 82.7 μl, 757 μmol, Eq: 20) at 120° C. overnight. The mixture was made basic by addition of sodium hydroxide 2N aq. and extracted three times with 1,2-dichloromethane, dried over magnesium sulfate, filtered and evaporated. The crude material was applied on silica gel and purified b... Reactants: BrC(C(=O)OCC)(F)F (ethyl bromodifluoroacetate), C(CCC1=CC=CC=C1)=O (hydrocinnamaldehyde). Product: FC(C(=O)OCC)(C(CCC1=CC=CC=C1)O)F (Ethyl 2,2-Difluoro-3-hydroxy-5-phenylpentanoate). Reaction SMILES: Br[C:2]([F:9])([F:8])[C:3]([O:5][CH2:6][CH3:7])=[O:4].[CH:10](=[O:19])[CH2:11][CH2:12][C:13]1[CH:18]=[CH:17][CH:16]=[CH:15][CH:14]=1>>[F:8][C:2]([F:9])([CH:10]([OH:19])[CH2:11][CH2:12][C:13]1[CH:18]=[CH:17][CH:16]=[CH:15][CH:14]=1)[C:3]([O:5][CH2:6][CH3:7])=[O:4]. Reported procedure: According to the procedure of Thaisrivongs et. al. (J. Med. Chem., 1986, 29, 2080), ethyl bromodifluoroacetate was condensed with hydrocinnamaldehyde to give the desired compound. Starting materials: O (water), ( 10 ), OC1=C2C(=C(C=3C(C=C(C(C13)=O)OC)=O)O)C([C@]1(C2=O)CCC=2C=C3C=C(NC(C3=C(C21)O)=O)C=O)=O ((8S)-4′,9,9′-trihydroxy-6′-methoxy-1,1′,3′,5′,8′-pentaoxo-1,1′,2,3′,5′,6,7,8′-octahydrospiro[cyclopenta[g]isoquinoline-8,2′-cyclopenta[b]-naphthalene]-3-carbaldehyde), [Cl-].C(C1=CC=CC=C1)O[NH3+] (O-benzylhydroxylammonium chloride), N1=CC=CC=C1 (pyridine). Run in CN(C)C=O (DMF). Conditions: time 2 hour. Product: C(C1=CC=CC=C1)ON=CC=1NC(C2=C(C3=C(C=C2C1)CC[C@]31C(C=3C(=C(C=2C(C=C(C(C2C3O)=O)OC)=O)O)C1=O)=O)O)=O ((8S)-4′,9,9′-trihydroxy-6′-methoxy-1,1′,3′,5′,8′-pentaoxo-1,1′,2,3′,5′,6,7,8′-octahydrospiro[cyclopenta[g]isoquinoline-8,2′-cyclopenta[b]-naphthalene]-3-carbaldehyde-O-benzyloxime). As a reaction SMILES: [OH:1][C:2]1[C:11]2[C:10](=[O:12])[C:9]([O:13][CH3:14])=[CH:8][C:7](=[O:15])[C:6]=2[C:5]([OH:16])=[C:4]2[C:17](=[O:37])[C@:18]3([C:32]4[C:31]([OH:33])=[C:30]5[C:25]([CH:26]=[C:27]([CH:35]=O)[NH:28][C:29]5=[O:34])=[CH:24][C:23]=4[CH2:22][CH2:21]3)[C:19](=[O:20])[C:3]=12.[Cl-].[CH2:39]([O:46][NH3+:47])[C:40]1[CH:45]=[CH:44][CH:43]=[CH:42][CH:41]=1.N1C=CC=CC=1.O>CN(C=O)C>[CH2:39]([O:46][N:47]=[CH:35][C:27]1[NH:28][C:29](=[O:34])[C:30]2[C:25]([CH:26]=1)=[CH:24][C:23]1[CH2:22][CH2:21][C@@:18]3([C:17](=[O:37])[C:4]4=[C:5]([OH:16])[C:6]5[C:7](=[O:15])[CH:8]=[C:9]([O:13][CH3:14])[C:10](=[O:12])[C:11]=5[C:2]([OH:1])=[C:3]4[C:19]3=[O:20])[C:32]=1[C:31]=2[OH:33])[C:40]1[CH:45]=[CH:44][CH:43]=[CH:42][CH:41]=1 |f:1.2|. Procedure: Ten (10) mg (19.4 μmol) fredericamycin aldehyde (4) are dissolved in 2 mL DMF. After addition of 6.4 mg (43.2 μmol) O-benzylhydroxylammonium chloride and 3.2 μl pyridine, the reaction mixture is stirred for 2 h at room temperature. Then, it is added to 50 ml water, and the supernatant is sucked off from the red precipitate (HPLC clean). Starting materials: COC(=O)c1cc(C#N)ccc1O, CI, CC(C)=O, [K+], [K+], O=C([O-])[O-]. The product is COC(=O)c1cc(C#N)ccc1OC. RXN SMILES: [CH3:1][O:2][C:3]([c:4]1[c:5]([OH:12])[cH:6][cH:7][c:8]([C:10]#[N:11])[cH:9]1)=[O:13].[CH3:20][I:21].[CH3:22][C:23](=[O:24])[CH3:25].[K+:14].[K+:15].[O-:16][C:17]([O-:18])=[O:19]>>[CH3:1][O:2][C:3]([c:4]1[c:5]([O:12][CH3:17])[cH:6][cH:7][c:8]([C:10]#[N:11])[cH:9]1)=[O:13]. Reactants: C1(=CC=CC=C1)S(=O)(=O)Cl (benzenesulphonyl chloride), NCCC1=CC=C(C=C1)C(C)(C)NCCCN1C=NC=C1 (N-{1-[4-(2-aminoethyl)phenyl]-1-methylethyl}-3-(imidazol-1-yl)propylamine). Run in ClCCl (dichloromethane), ClCCl (dichloromethane). Conditions: temperature 0 celsius. Product: N1(C=NC=C1)CCCNC(C)(C)C1=CC=C(C=C1)CCNS(=O)(=O)C1=CC=CC=C1 (N-[2-(4-{1-[3-(imidazol-1-yl)propylamino]-1-methylethyl}phenyl)ethyl]-benzenesulphonamide). Reaction SMILES: [C:1]1([S:7](Cl)(=[O:9])=[O:8])[CH:6]=[CH:5][CH:4]=[CH:3][CH:2]=1.[NH2:11][CH2:12][CH2:13][C:14]1[CH:19]=[CH:18][C:17]([C:20]([NH:23][CH2:24][CH2:25][CH2:26][N:27]2[CH:31]=[CH:30][N:29]=[CH:28]2)([CH3:22])[CH3:21])=[CH:16][CH:15]=1>ClCCl>[N:27]1([CH2:26][CH2:25][CH2:24][NH:23][C:20]([C:17]2[CH:18]=[CH:19][C:14]([CH2:13][CH2:12][NH:11][S:7]([C:1]3[CH:6]=[CH:5][CH:4]=[CH:3][CH:2]=3)(=[O:9])=[O:8])=[CH:15][CH:16]=2)([CH3:22])[CH3:21])[CH:31]=[CH:30][N:29]=[CH:28]1. Procedure: A solution of benzenesulphonyl chloride (0.25 g) in dichloromethane (3 ml) was added dropwise to a solution of N-{1-[4-(2-aminoethyl)phenyl]-1-methylethyl}-3-(imidazol-1-yl)propylamine (0.4 g) in dichloromethane (7 ml) with stirring at 0° C. The mixture was treated in a similar manner to Example 55 to give N-[2-(4-{1-[3-(imidazol-1-yl)propylamino]-1-methylethyl}phenyl)ethyl]-benzenesulphonamide as an oil.